This data is from the Open Reaction Database (ORD), a public repository of structured organic reaction records. The task is: describe an organic reaction: reactants, conditions, products, and yield Reactants: COc1ccccc1Br, [Li]c1ccccc1OC, CCCCCC, C(=Nc1ccncc1)c1ccccc1. The product is COc1ccccc1C(Nc1ccncc1)c1ccccc1. RXN SMILES: [Br:24][c:25]1[cH:26][cH:27][cH:28][cH:29][c:30]1[O:31][CH3:32].[CH3:15][O:16][c:17]1[c:18]([Li:23])[cH:19][cH:20][cH:21][cH:22]1.[CH3:33][CH2:34][CH2:35][CH2:36][CH2:37][CH3:38].[CH:1]([c:2]1[cH:3][cH:4][cH:5][cH:6][cH:7]1)=[N:8][c:9]1[cH:10][cH:11][n:12][cH:13][cH:14]1>>[CH:1]([c:2]1[cH:3][cH:4][cH:5][cH:6][cH:7]1)([NH:8][c:9]1[cH:10][cH:11][n:12][cH:13][cH:14]1)[c:18]1[c:17]([O:16][CH3:15])[cH:22][cH:21][cH:20][cH:19]1. The reactants are C1(CCCC1)N1C2=NC(=NC=C2N(C(CC1)=O)C)NC1=C(C=C(C(=O)NC2CN(CCCC2)C(=O)OC(C)(C)C)C=C1)OC (tert-butyl 3-[[4-[(2-cyclopentyl-6-methyl-5-oxo-2,6,9,11-tetrazabicyclo[5.4.0]undeca-7,9,11-trien-10-yl)amino]-3-methoxy-benzoyl]amino]azepane-1-carboxylate), C(=O)(C(F)(F)F)O (TFA). The solvent is C(Cl)Cl (DCM). Run at time 5 hour. Product: N1CC(CCCC1)NC(C1=CC(=C(C=C1)NC1=NC=C2N(C(CCN(C2=N1)C1CCCC1)=O)C)OC)=O (N-(azepan-3-yl)-4-[(2-cyclopentyl-6-methyl-5-oxo-2,6,9,11-tetrazabicyclo[5.4.0]undeca-7,9,11-trien-10-yl)amino]-3-methoxy-benzamide). RXN SMILES: [CH:1]1([N:6]2[CH2:16][CH2:15][C:14](=[O:17])[N:13]([CH3:18])[C:12]3[C:7]2=[N:8][C:9]([NH:19][C:20]2[CH:42]=[CH:41][C:23]([C:24]([NH:26][CH:27]4[CH2:33][CH2:32][CH2:31][CH2:30][N:29](C(OC(C)(C)C)=O)[CH2:28]4)=[O:25])=[CH:22][C:21]=2[O:43][CH3:44])=[N:10][CH:11]=3)[CH2:5][CH2:4][CH2:3][CH2:2]1.C(O)(C(F)(F)F)=O>C(Cl)Cl>[NH:29]1[CH2:30][CH2:31][CH2:32][CH2:33][CH:27]([NH:26][C:24](=[O:25])[C:23]2[CH:41]=[CH:42][C:20]([NH:19][C:9]3[N:8]=[C:7]4[C:12]([N:13]([CH3:18])[C:14](=[O:17])[CH2:15][CH2:16][N:6]4[CH:1]4[CH2:5][CH2:4][CH2:3][CH2:2]4)=[CH:11][N:10]=3)=[C:21]([O:43][CH3:44])[CH:22]=2)[CH2:28]1. Procedure details: A solution of tert-butyl 3-[[4-[(2-cyclopentyl-6-methyl-5-oxo-2,6,9,11-tetrazabicyclo[5.4.0]undeca-7,9,11-trien-10-yl)amino]-3-methoxy-benzoyl]amino]azepane-1-carboxylate (Example 348; 149 mg, 0.25 mmol) in DCM (2 mL) was treated with TFA (1 mL) The resulting solution was stirred at ambient temperature for 5 hours.